From a dataset of the Open Reaction Database (ORD), a public repository of structured organic reaction records. describe an organic reaction: reactants, conditions, products, and yield Starting materials: ClCCl, CCn1nc(C)c2nc(C)nc(Cl)c21, NCCO. Yields the product CCn1nc(C)c2nc(C)nc(NCCO)c21. Reaction SMILES: [CH2:19]([Cl:20])[Cl:21].[Cl:1][c:2]1[c:3]2[c:4]([n:5][c:6]([CH3:8])[n:7]1)[c:9]([CH3:14])[n:10][n:11]2[CH2:12][CH3:13].[NH2:15][CH2:16][CH2:17][OH:18]>>[c:2]1([NH:15][CH2:16][CH2:17][OH:18])[c:3]2[c:4]([n:5][c:6]([CH3:8])[n:7]1)[c:9]([CH3:14])[n:10][n:11]2[CH2:12][CH3:13]. The reactants are C(=O)(O)[O-].[Na+] (NaHCO3), ClC=1C=CC(=C(C#N)C1)F (5-chloro-2-fluorobenzonitrile), COC1=CC=C(C=N1)CNC=1C2=C(N=CN1)CCNC2 (N-((6-methoxypyridin-3-yl)methyl)-5,6,7,8-tetrahydropyrido[4,3-d]pyrimidin-4-amine), ClC=1C=CC(=C(C#N)C1)F (5-chloro-2-fluorobenzonitrile), C(C)(C)N(C(C)C)CC (N,N-diisopropylethylamine). Solvent: CCOC(=O)C (EtOAc), C(C)#N (acetonitrile). Yields the product ClC=1C=CC(=C(C#N)C1)N1CC2=C(N=CN=C2NCC=2C=NC(=CC2)OC)CC1 (5-Chloro-2-(4-((6-methoxypyridin-3-yl)methylamino)-7,8-dihydropyrido[4,3-d]pyrimidin-6(5H)-yl)benzonitrile). Yield: 44.5%. Reaction SMILES: [CH3:1][O:2][C:3]1[N:8]=[CH:7][C:6]([CH2:9][NH:10][C:11]2[C:12]3[CH2:20][NH:19][CH2:18][CH2:17][C:13]=3[N:14]=[CH:15][N:16]=2)=[CH:5][CH:4]=1.[Cl:21][C:22]1[CH:23]=[CH:24][C:25](F)=[C:26]([CH:29]=1)[C:27]#[N:28].C(N(CC)C(C)C)(C)C.C([O-])(O)=O.[Na+]>CCOC(C)=O.C(#N)C>[Cl:21][C:22]1[CH:23]=[CH:24][C:25]([N:19]2[CH2:18][CH2:17][C:13]3[N:14]=[CH:15][N:16]=[C:11]([NH:10][CH2:9][C:6]4[CH:7]=[N:8][C:3]([O:2][CH3:1])=[CH:4][CH:5]=4)[C:12]=3[CH2:20]2)=[C:26]([CH:29]=1)[C:27]#[N:28] |f:3.4|. Reported procedure: A mixture of N-((6-methoxypyridin-3-yl)methyl)-5,6,7,8-tetrahydropyrido[4,3-d]pyrimidin-4-amine (440 mg, 1.6 mmol), 5-chloro-2-fluorobenzonitrile (630 mg, 4.0 mmol), N,N-diisopropylethylamine (560 uL, 3.2 mmol), and acetonitrile (4.0 mL) was subjected to microwave irradiation at 180° C. for 4 h. After that an additional 5-chloro-2-fluorobenzonitrile (400 mg) was added and the mixture was subjected to microwave irradiation at 180° C. for another 2 h. After cooling, the mixture was treated with aq...